Dataset: the Open Reaction Database (ORD), a public repository of structured organic reaction records. Task: describe an organic reaction: reactants, conditions, products, and yield The reactants are O (water), ice water, CC(=O)C.OS(=O)(=O)O.O=[Cr](=O)=O (Jones reagent), CON=C(C(=O)NC1[C@@H]2N(C(=C(CS2)CO)C(=O)O)C1=O)C=1N=C(SC1)NC(C(F)(F)F)=O (7-[2-Methoxyimino-2-{2-(2,2,2-trifluoroacetamido)-1,3-thiazol-4-yl}acetamido]-3-hydroxymethyl-3-cephem-4-carboxylic acid), S(O)(O)(=O)=O (sulfuric acid). The reagents and catalysts are [O-2].[O-2].[O-2].[Cr+6] (chromium trioxide). Run in CN(C=O)C (dimethylformamide), CC(=O)C (acetone). Conditions: time 2 minute. Product: CON=C(C(=O)NC1[C@@H]2N(C(=C(CS2)C=O)C(=O)O)C1=O)C=1N=C(SC1)NC(C(F)(F)F)=O (7-[2-methoxyimino-2-{2-(2,2,2-trifluoroacetamido)-1,3-thiazol-4-yl}-acetamido]-3-formyl-3-cephem-4-carboxylic acid). Reaction SMILES: [CH3:1][O:2][N:3]=[C:4]([C:22]1[N:23]=[C:24]([NH:27][C:28](=[O:33])[C:29]([F:32])([F:31])[F:30])[S:25][CH:26]=1)[C:5]([NH:7][CH:8]1[C:20](=[O:21])[N:10]2[C:11]([C:17]([OH:19])=[O:18])=[C:12]([CH2:15][OH:16])[CH2:13][S:14][C@H:9]12)=[O:6].CC(C)=O.OS(O)(=O)=O.O=[Cr](=O)=O.S(=O)(=O)(O)O.O>CN(C)C=O.CC(C)=O.[O-2].[O-2].[O-2].[Cr+6]>[CH3:1][O:2][N:3]=[C:4]([C:22]1[N:23]=[C:24]([NH:27][C:28](=[O:33])[C:29]([F:31])([F:32])[F:30])[S:25][CH:26]=1)[C:5]([NH:7][CH:8]1[C:20](=[O:21])[N:10]2[C:11]([C:17]([OH:19])=[O:18])=[C:12]([CH:15]=[O:16])[CH2:13][S:14][C@H:9]12)=[O:6] |f:1.2.3,8.9.10.11|. Procedure details: 7-[2-Methoxyimino-2-{2-(2,2,2-trifluoroacetamido)-1,3-thiazol-4-yl}acetamido]-3-hydroxymethyl-3-cephem-4-carboxylic acid (syn isomer) (1.0 g.) was dissolved in a mixture of dimethylformamide (6 ml.) and acetone (30 ml.). Jones reagent (1.25 ml.), which was prepaed from conc. sulfuric acid (0.28 ml.), chromium trioxide (0.33 g.) and water (0.9 ml.), was dropwise added thereto over 2 minutes with stirring and cooling at 0° to 2° C. After stirring for 20 minutes at the same temperature, the reactio... Starting materials: FC=1C=C(C=CC1)B(O)O ((3-fluorophenyl)boronic acid), BrC=1C=C(C(=O)O)C=CC1 (3-bromobenzoic acid), C(=O)([O-])[O-].[Na+].[Na+] (Na2CO3), CN(C)C=O (DMF). Reagents/catalysts: C=1C=CC(=CC1)[P](C=2C=CC=CC2)(C=3C=CC=CC3)[Pd]([P](C=4C=CC=CC4)(C=5C=CC=CC5)C=6C=CC=CC6)([P](C=7C=CC=CC7)(C=8C=CC=CC8)C=9C=CC=CC9)[P](C=1C=CC=CC1)(C=1C=CC=CC1)C=1C=CC=CC1 (Pd(PPh3)4). Solvent: CCO (EtOH), O (H2O), O (Water). Reaction conditions: temperature 100 celsius, time 8 hour. Product: FC=1C=C(C=CC1)C=1C=C(C(=O)O)C=CC1 (3-(3-Fluorophenyl)benzoic acid). The yield is 57.0%. Reaction SMILES: [F:1][C:2]1[CH:3]=[C:4](B(O)O)[CH:5]=[CH:6][CH:7]=1.Br[C:12]1[CH:13]=[C:14]([CH:18]=[CH:19][CH:20]=1)[C:15]([OH:17])=[O:16].C([O-])([O-])=O.[Na+].[Na+].CN(C=O)C>CCO.C1C=CC([P]([Pd]([P](C2C=CC=CC=2)(C2C=CC=CC=2)C2C=CC=CC=2)([P](C2C=CC=CC=2)(C2C=CC=CC=2)C2C=CC=CC=2)[P](C2C=CC=CC=2)(C2C=CC=CC=2)C2C=CC=CC=2)(C2C=CC=CC=2)C2C=CC=CC=2)=CC=1.O>[F:1][C:2]1[CH:3]=[C:4]([C:12]2[CH:13]=[C:14]([CH:18]=[CH:19][CH:20]=2)[C:15]([OH:17])=[O:16])[CH:5]=[CH:6][CH:7]=1 |f:2.3.4,^1:38,40,59,78|. Procedure details: To a solution of (3-fluorophenyl)boronic acid (790 mg, 3.57 mmol, 1.0 eq), 3-bromobenzoic acid (790 mg, 3.93 mmol, 1.1 eq) and Na2CO3 (142 mg, 1.03 mmol, 2.5 eq) in a mixture of EtOH (2.5 mL), DMF (10 mL) and H2O (2.5 mL) was added Pd(PPh3)4 (170 mg, 0.18 mmol, 0.05 eq). The mixture was stirred at 100° C. overnight. Water was added and the aqueous layer was extracted with EtOAc and the organic extract was discarded. The aqueous layer was acidified to pH 4-5 with 1M HCl and extracted with EtOAc. ... The reactants are CC1(CN=C2N(C=3C=CC(=CC3C23OCCCO3)NS(=O)(=O)C3=CC=CC=C3)C1)C (N-(3′,3′-dimethyl-3′,4′-dihydro-2′H-spiro[1,3-dioxane-2,10′-pyrimido[1,2-a]indol]-8′-yl)benzenesulfonamide), CS(=O)(=O)O (methanesulfonic acid), [Na+].[Cl-] (NaCl). Solvent: [Cl-].[Na+].O (brine), C(Cl)Cl (CH2Cl2). Run at time 8 hour. Product: CC1(CN=C2N(C=3C=CC(=CC3C2=O)NS(=O)(=O)C2=CC=CC=C2)C1)C (N-(3,3-Dimethyl-10-oxo-2,3,4,10-tetrahydropyrimido[1,2-a]indol-8-yl)benzenesulfonamide). The yield is 61.9%. Reaction SMILES: [CH3:1][C:2]1([CH3:30])[CH2:29][N:6]2[C:7]3[CH:8]=[CH:9][C:10]([NH:19][S:20]([C:23]4[CH:28]=[CH:27][CH:26]=[CH:25][CH:24]=4)(=[O:22])=[O:21])=[CH:11][C:12]=3[C:13]3(OCCC[O:14]3)[C:5]2=[N:4][CH2:3]1.CS(O)(=O)=O.[Na+].[Cl-]>C(Cl)Cl.[Cl-].[Na+].O>[CH3:1][C:2]1([CH3:30])[CH2:29][N:6]2[C:7]3[CH:8]=[CH:9][C:10]([NH:19][S:20]([C:23]4[CH:24]=[CH:25][CH:26]=[CH:27][CH:28]=4)(=[O:21])=[O:22])=[CH:11][C:12]=3[C:13](=[O:14])[C:5]2=[N:4][CH2:3]1 |f:2.3,5.6.7|. Procedure details: To a solution of N-(3′,3′-dimethyl-3′,4′-dihydro-2′H-spiro[1,3-dioxane-2,10′-pyrimido[1,2-a]indol]-8′-yl)benzenesulfonamide (0.064 g, 0.14 mmol, 1 eq) in CH2Cl2 (4 mL) was added methanesulfonic acid (2 mL). The reaction was stirred at rt overnight and then poured into brine. It was basified to pH 10, saturated with solid NaCl, and extracted with EtOAc. The combined organics were dried over sodium sulfate and concentrated. The crude residue purified by column chromatography using acetone/hexanes ... Reactants: C(C1=CC=CC=C1)OC=1C=CC=C2C=CC(=NC12)/C=C/C(=O)O ((E)-3-[8-(Benzyloxy)-2-quinolinyl]-2-propenoic acid), CO (methanol), S(=O)(Cl)Cl (thionyl chloride). Reagents/catalysts: [Pd] (palladium on activated carbon). Run at time 2 hour. Product: OC=1C=CC=C2C=CC(=NC12)CCC(=O)OC (Methyl 3-(8-hydroxy-2-quinolinyl)propanoate). Isolated yield 70.0%. As a reaction SMILES: C([O:8][C:9]1[CH:10]=[CH:11][CH:12]=[C:13]2[C:18]=1[N:17]=[C:16](/[CH:19]=[CH:20]/[C:21]([OH:23])=[O:22])[CH:15]=[CH:14]2)C1C=CC=CC=1.S(Cl)(Cl)=O.[CH3:28]O>[Pd]>[OH:8][C:9]1[CH:10]=[CH:11][CH:12]=[C:13]2[C:18]=1[N:17]=[C:16]([CH2:19][CH2:20][C:21]([O:23][CH3:28])=[O:22])[CH:15]=[CH:14]2. Procedure details: To a solution of (E)-3-[8-(benzyloxy)-2-quinolinyl]-2-propenoic acid (8d) (0.3 g, 0.98 mmol) in methanol (15 ml), 5% palladium on activated carbon (0.03 g) was added and the resulting suspension was hydrogenated by vigorous stirring for 2 hours at room temperature. The reaction mixture was filtered through a short column of silica gel (ca. 2 g) and the column was washed with methanol (10 ml). To the obtained filtrate, at room temperature, thionyl chloride (0.2 g, 1.7 mmol) was added with vigorou...